Dataset: the Open Reaction Database (ORD), a public repository of structured organic reaction records. Task: describe an organic reaction: reactants, conditions, products, and yield Starting materials: OC1=C(C=CC=C1)N1CCCCC1 (2-Hydroxyphenyl piperidine), C(C1=CC=CC=C1)OC(=O)N1CCC(CC1)C1=C(C=CC=C1)OCC1=CC=CC=C1 (1-Benzyloxycarbonyl-4-(2-benzyloxyphenyl)piperidine). The product is OC1=C(C=CC=C1)C1CCNCC1 (4-(2-hydroxyphenyl)piperidine). RXN SMILES: OC1C=CC=CC=1N1CCCCC1.C(OC([N:24]1[CH2:29][CH2:28][CH:27]([C:30]2[CH:35]=[CH:34][CH:33]=[CH:32][C:31]=2[O:36]CC2C=CC=CC=2)[CH2:26][CH2:25]1)=O)C1C=CC=CC=1>>[OH:36][C:31]1[CH:32]=[CH:33][CH:34]=[CH:35][C:30]=1[CH:27]1[CH2:26][CH2:25][NH:24][CH2:29][CH2:28]1. Reported procedure: 4-(2-Hydroxyphenyl piperidine. 1-Benzyloxycarbonyl-4-(2-benzyloxyphenyl)piperidine was subjected to a procedure similar to that described in Example 10 sub-part c. to give 4-(2-hydroxyphenyl)piperidine as a brown solid (0.36 g); NMR (CDCl3): 1.7-1.9 (m,4), 2.77-2.86 (m,2), 2.99-3.04 (m,1), 3.23 (d,2, J=12), 4.17 (s,2), 6.72 (d,1, J=8), 6.84 (t,1, J=7), 7.05 (m,1); MS: m/z=178(M+1). This material was used in the next step without further purification. Starting materials: OC1=C(C=O)C=CC=C1 (2-hydroxybenzaldehyde), CN(C=O)C (N,N-dimethylformamide), IC(C)C (2-iodopropane), C([O-])([O-])=O.[K+].[K+] (potassium carbonate). Run at time 8 hour. The product is CC(C)OC1=C(C=O)C=CC=C1 (2-(propan-2-yloxy)benzaldehyde). The yield is 103.3%. RXN SMILES: [OH:1][C:2]1[CH:9]=[CH:8][CH:7]=[CH:6][C:3]=1[CH:4]=[O:5].I[CH:11]([CH3:13])[CH3:12].C(=O)([O-])[O-].[K+].[K+].CN(C)C=O>>[CH3:12][CH:11]([O:1][C:2]1[CH:9]=[CH:8][CH:7]=[CH:6][C:3]=1[CH:4]=[O:5])[CH3:13] |f:2.3.4|. Reported procedure: Into a 1000-mL 3-necked round-bottom flask was placed 2-hydroxybenzaldehyde (36 g, 294.79 mmol, 1.00 equiv), 2-iodopropane (100 g, 588.26 mmol, 2.00 equiv), potassium carbonate (122 g, 882.71 mmol, 2.99 equiv) and N,N-dimethylformamide (500 g, 6.84 mol, 23.21 equiv). The resulting solution was stirred overnight at room temperature. The reaction was then quenched by the addition of 1000 mL of water. The resulting solution was extracted with 3×500 mL of ethyl acetate and the organic layers combine...